Dataset: the Open Reaction Database (ORD), a public repository of structured organic reaction records. Task: describe an organic reaction: reactants, conditions, products, and yield Starting materials: Cc1ccc(N=C=S)cc1, NCCN1CCN(c2ccc(Cl)c(Cl)c2)CC1, C1CCOC1. Product: Cc1ccc(NC(=S)NCCN2CCN(c3ccc(Cl)c(Cl)c3)CC2)cc1. RXN SMILES: [CH3:18][c:19]1[cH:20][cH:21][c:22]([N:25]=[C:26]=[S:27])[cH:23][cH:24]1.[Cl:1][c:2]1[cH:3][c:4]([N:9]2[CH2:10][CH2:11][N:12]([CH2:15][CH2:16][NH2:17])[CH2:13][CH2:14]2)[cH:5][cH:6][c:7]1[Cl:8].[O:28]1[CH2:29][CH2:30][CH2:31][CH2:32]1>>[Cl:1][c:2]1[cH:3][c:4]([N:9]2[CH2:10][CH2:11][N:12]([CH2:15][CH2:16][NH:17][C:26]([NH:25][c:22]3[cH:21][cH:20][c:19]([CH3:18])[cH:24][cH:23]3)=[S:27])[CH2:13][CH2:14]2)[cH:5][cH:6][c:7]1[Cl:8]. Starting materials: C1(CC1)COC1=C(C=CC(=N1)C(=O)O)N1CCCC1 (6-cyclopropylmethoxy-5-pyrrolidin-1-yl-pyridine-2-carboxylic acid), COC(C(N)(C)C)=O (2-methyl-alanine methyl ester). Product: COC(C(C)(C)NC(=O)C1=NC(=C(C=C1)N1CCCC1)OCC1CC1)=O (2-[(6-Cyclopropylmethoxy-5-pyrrolidin-1-yl-pyridine-2-carbonyl)-amino]-2-methyl-propionic acid methyl ester). As a reaction SMILES: [CH:1]1([CH2:4][O:5][C:6]2[N:11]=[C:10]([C:12]([OH:14])=O)[CH:9]=[CH:8][C:7]=2[N:15]2[CH2:19][CH2:18][CH2:17][CH2:16]2)[CH2:3][CH2:2]1.[CH3:20][O:21][C:22](=[O:27])[C:23]([CH3:26])([CH3:25])[NH2:24]>>[CH3:20][O:21][C:22](=[O:27])[C:23]([NH:24][C:12]([C:10]1[CH:9]=[CH:8][C:7]([N:15]2[CH2:19][CH2:18][CH2:17][CH2:16]2)=[C:6]([O:5][CH2:4][CH:1]2[CH2:2][CH2:3]2)[N:11]=1)=[O:14])([CH3:26])[CH3:25]. Procedure details: The title compound was synthesized in analogy to Example 1, using 6-cyclopropylmethoxy-5-pyrrolidin-1-yl-pyridine-2-carboxylic acid (Example 14 a) and 2-methyl-alanine methyl ester as starting materials, MS (LC/MS): 362.2 [M+H]+. Starting materials: CN=C=O, Nc1ccc2c(c1)C(=O)C1(CC1)O2, C1CCOC1. Product: CNC(=O)Nc1ccc2c(c1)C(=O)C1(CC1)O2. As a reaction SMILES: [CH3:14][N:15]=[C:16]=[O:17].[NH2:1][c:2]1[cH:3][c:4]2[c:5]([cH:12][cH:13]1)[O:6][C:7]1([C:8]2=[O:9])[CH2:10][CH2:11]1.[O:18]1[CH2:19][CH2:20][CH2:21][CH2:22]1>>[NH:1]([c:2]1[cH:3][c:4]2[c:5]([cH:12][cH:13]1)[O:6][C:7]1([C:8]2=[O:9])[CH2:10][CH2:11]1)[C:16]([NH:15][CH3:14])=[O:17]. Reactants: CNC(=O)Nc1ccc(B2OC(C)(C)C(C)(C)O2)cc1, Clc1nc(Cl)nc(N2CCOCC2)n1. The product is CNC(=O)Nc1ccc(-c2nc(Cl)nc(N3CCOCC3)n2)cc1. RXN SMILES: [CH3:15][NH:16][C:17](=[O:18])[NH:19][c:20]1[cH:21][cH:22][c:23]([B:26]2[O:27][C:28]([CH3:29])([CH3:30])[C:31]([CH3:32])([CH3:33])[O:34]2)[cH:24][cH:25]1.[Cl:1][c:2]1[n:3][c:4]([N:9]2[CH2:10][CH2:11][O:12][CH2:13][CH2:14]2)[n:5][c:6]([Cl:8])[n:7]1>>[c:2]1(-[c:23]2[cH:22][cH:21][c:20]([NH:19][C:17]([NH:16][CH3:15])=[O:18])[cH:25][cH:24]2)[n:3][c:4]([N:9]2[CH2:10][CH2:11][O:12][CH2:13][CH2:14]2)[n:5][c:6]([Cl:8])[n:7]1. Starting materials: [BH4-], Cc1ccc(C2CN(C)Cc3sc(C=O)cc32)cc1, [Na+], C1COCCO1, O. Product: Cc1ccc(C2CN(C)Cc3sc(CO)cc32)cc1. RXN SMILES: [BH4-:20].[CH:1](=[O:2])[c:3]1[cH:4][c:5]2[c:6]([s:19]1)[CH2:7][N:8]([CH3:18])[CH2:9][CH:10]2[c:11]1[cH:12][cH:13][c:14]([CH3:17])[cH:15][cH:16]1.[Na+:21].[O:22]1[CH2:23][CH2:24][O:25][CH2:26][CH2:27]1.[OH2:28]>>[CH2:1]([OH:2])[c:3]1[cH:4][c:5]2[c:6]([s:19]1)[CH2:7][N:8]([CH3:18])[CH2:9][CH:10]2[c:11]1[cH:12][cH:13][c:14]([CH3:17])[cH:15][cH:16]1.